From a dataset of the Open Reaction Database (ORD), a public repository of structured organic reaction records. describe an organic reaction: reactants, conditions, products, and yield Isolated yield 71.7%. Yields the product C(#N)C=1C=CC(=NC1)NC([C@H](COCCO)OC1=NC=NC2=C1C=NN2C2=C(C(=CC=C2)F)C)=O ((2S)—N-(5-cyanopyridin-2-yl)-2-[1-(3-fluoro-2-methylphenyl)pyrazolo[4,5-e]pyrimidin-4-yl]oxy-3-(2-hydroxyethoxy)propanamide). Run at time 3 hour. Run in CCOC(=O)C (EtOAc), C1CCOC1 (THF). Reactants: [F-].C(CCC)[N+](CCCC)(CCCC)CCCC (tetrabutylammonium fluoride), [Si](C1=CC=CC=C1)(C1=CC=CC=C1)(C(C)(C)C)OCCOC[C@@H](C(=O)NC1=NC=C(C=C1)C#N)OC1=C2C(=NC=N1)N(N=C2)C2=C(C(=CC=C2)F)C ((2S)-3-(2-(tert-butyldiphenylsilyloxy)ethoxy)-N-(5-cyanopyridin-2-yl)-2-(1-(3-fluoro-2-methylphenyl)-1H-pyrazolo[3,4-d]pyrimidin-4-yloxy)propanamide), [Cl-].[NH4+] (ammonium chloride). RXN SMILES: [F-].C([N+](CCCC)(CCCC)CCCC)CCC.[Si]([O:36][CH2:37][CH2:38][O:39][CH2:40][C@H:41]([O:53][C:54]1[N:59]=[CH:58][N:57]=[C:56]2[N:60]([C:63]3[CH:68]=[CH:67][CH:66]=[C:65]([F:69])[C:64]=3[CH3:70])[N:61]=[CH:62][C:55]=12)[C:42]([NH:44][C:45]1[CH:50]=[CH:49][C:48]([C:51]#[N:52])=[CH:47][N:46]=1)=[O:43])(C(C)(C)C)(C1C=CC=CC=1)C1C=CC=CC=1.[Cl-].[NH4+]>C1COCC1.CCOC(C)=O>[C:51]([C:48]1[CH:49]=[CH:50][C:45]([NH:44][C:42](=[O:43])[C@@H:41]([O:53][C:54]2[C:55]3[CH:62]=[N:61][N:60]([C:63]4[CH:68]=[CH:67][CH:66]=[C:65]([F:69])[C:64]=4[CH3:70])[C:56]=3[N:57]=[CH:58][N:59]=2)[CH2:40][O:39][CH2:38][CH2:37][OH:36])=[N:46][CH:47]=1)#[N:52] |f:0.1,3.4|. Procedure details: A solution of tetrabutylammonium fluoride (1M in THF, 1.504 mL, 1.50 mmol) was added dropwise to a stirred solution of (2S)-3-(2-(tert-butyldiphenylsilyloxy)ethoxy)-N-(5-cyanopyridin-2-yl)-2-(1-(3-fluoro-2-methylphenyl)-1H-pyrazolo[3,4-d]pyrimidin-4-yloxy)propanamide (Intermediate AF1) (520 mg, 0.73 mmol) in THF (15 mL) over a period of 1 minute and the resulting solution stirred at ambient temperature for 3 hours. Saturated ammonium chloride (20 mL) was added to the reaction mixture which was t... The reactants are COC1=C2CC(N(C2=CC=C1)C)=O (4-methoxy-1-methyl-1,3-dihydro-indol-2-one), CO (methanol), BrN1C(CCC1=O)=O (N-bromosuccinimide). The solvent is ClCCl (dichloromethane), C([O-])(O)=O.[Na+] (sodium bicarbonate), S(=S)(=O)([O-])[O-].[Na+].[Na+] (sodium thiosulfate), C(Cl)(Cl)Cl (chloroform). Reaction conditions: time 10 minute. The product is BrC=1C(=C2CC(N(C2=CC1)C)=O)OC (5-bromo-4-methoxy-1-methyl-1,3-dihydro-indol-2-one). RXN SMILES: [CH3:1][O:2][C:3]1[CH:11]=[CH:10][CH:9]=[C:8]2[C:4]=1[CH2:5][C:6](=[O:13])[N:7]2[CH3:12].CO.[Br:16]N1C(=O)CCC1=O>C(Cl)(Cl)Cl.ClCCl.C(=O)(O)[O-].[Na+].S([O-])([O-])(=O)=S.[Na+].[Na+]>[Br:16][C:11]1[C:3]([O:2][CH3:1])=[C:4]2[C:8](=[CH:9][CH:10]=1)[N:7]([CH3:12])[C:6](=[O:13])[CH2:5]2 |f:5.6,7.8.9|. Reported procedure: To a solution of 4-methoxy-1-methyl-1,3-dihydro-indol-2-one (440 mg, 2.483 mmol) in chloroform (25 ml) was added methanol (25.00 ml). The reaction was put at −10° C. and N-bromosuccinimide (442 mg, 2.483 mmol) was added in three portions over a 30 min interval and the reaction was then stirred for 10 minutes. The reaction was then diluted with dichloromethane, saturated aqueous sodium bicarbonate, and saturated aqueous sodium thiosulfate and the layers were separated. The aqueous layer was extra... Procedure details: N-[(R)-2-(Hydrazinocarbonyl)-heptyl]-N-hydroxy-formamide (50 mg, 0.23 mmoles) and benzaldehyde (24 mg, 0.23 mmoles) were dissolved in methanol (2 mL) under argon in the. presence of 4 Å molecular sieves (50 mg), stirred for 1 hour and cooled to 0° C. To the mixture was added one crystal of methyl orange indicator and enough methanolic HCl to keep the solution acidic (red color). Sodium cyanoborohydride (17 mg, 0.28 mmoles) was added, along with enough methanolic HCl to keep the solution acidic (... As a reaction SMILES: [NH:1]([C:3]([C@H:5]([CH2:11][CH2:12][CH2:13][CH2:14][CH3:15])[CH2:6][N:7]([OH:10])[CH:8]=[O:9])=[O:4])[NH2:2].[CH:16](=O)[C:17]1[CH:22]=[CH:21][CH:20]=[CH:19][CH:18]=1.CN(C1C=CC(N=NC2C=CC(S(O)(=O)=O)=CC=2)=CC=1)C.Cl.C([BH3-])#N.[Na+].C(=O)(O)[O-].[Na+]>CO>[CH2:16]([NH:2][NH:1][C:3]([C@H:5]([CH2:11][CH2:12][CH2:13][CH2:14][CH3:15])[CH2:6][N:7]([OH:10])[CH:8]=[O:9])=[O:4])[C:17]1[CH:22]=[CH:21][CH:20]=[CH:19][CH:18]=1 |f:4.5,6.7|. Reaction conditions: temperature 0 celsius, time 1 hour. The product is C(C1=CC=CC=C1)NNC(=O)[C@@H](CN(C=O)O)CCCCC (N-[(R)-2-(N′-Benzyl-hydrazinocarbonyl)-heptyl]-N-hydroxy-formamide). Starting materials: C(#N)[BH3-].[Na+] (Sodium cyanoborohydride), Cl (HCl), C([O-])(O)=O.[Na+] (sodium bicarbonate), N(N)C(=O)[C@@H](CN(C=O)O)CCCCC (N-[(R)-2-(Hydrazinocarbonyl)-heptyl]-N-hydroxy-formamide), C(C1=CC=CC=C1)=O (benzaldehyde), CN(C)C=1C=CC(=CC1)N=NC=2C=CC(=CC2)S(=O)(=O)O (methyl orange), Cl (HCl). Run in CO (methanol). Reactants: C(C)(C)(C)OC(=O)N[C@@H](CC(=O)O)CC1=C(C=C(C(=C1)F)F)F ((3R)-3-[(tert-butoxycarbonyl)amino]-4-(2,4,5-trifluorophenyl)butanoic acid), C(C)(C)(C)OC(=O)N[C@@H](CC(=O)O)CC1=C(C=C(C(=C1)F)F)F ((3R)-3-[(tert-butoxycarbonyl)amino]-4-(2,4,5-trifluorophenyl)butanoic acid), Cl.CN(CCCN=C=NCC)C (1-(3-dimethylaminopropyl)-3-ethylcarbodiimide hydrochloride), ON1N=NC2=C1C=CC=C2 (1-hydroxybenzotriazole), N(N)C1=NC=CC=2N1N=CN2 (5-hydrazino[1,2,4]triazolo[1,5-c]pyrimidine), N(N)C1=NC=CC=2N1N=CN2 (5-hydrazino[1,2,4]triazolo[1,5-c]pyrimidine), C(C)(C)N(C(C)C)CC (N,N-diisopropylethylamine). The solvent is CN(C)C=O (DMF), CN(C)C=O (DMF). Run at time 15 minute. Product: C(C)(C)(C)OC(N[C@@H](CC(NNC1=NC=CC=2N1N=CN2)=O)CC2=C(C=C(C(=C2)F)F)F)=O (tert-Butyl[(1R)-3-oxo-3-(2-[1,2,4]triazolo[1,5-c]pyrimidin-5-ylhydrazino)-1-(2,4,5-trifluorobenzyl)propyl]carbamate). As a reaction SMILES: [C:1]([O:5][C:6]([NH:8][C@H:9]([CH2:14][C:15]1[CH:20]=[C:19]([F:21])[C:18]([F:22])=[CH:17][C:16]=1[F:23])[CH2:10][C:11]([OH:13])=O)=[O:7])([CH3:4])([CH3:3])[CH3:2].Cl.CN(C)CCCN=C=NCC.ON1C2C=CC=CC=2N=N1.[NH:46]([C:48]1[N:53]2[N:54]=[CH:55][N:56]=[C:52]2[CH:51]=[CH:50][N:49]=1)[NH2:47].C(N(CC)C(C)C)(C)C>CN(C=O)C>[C:1]([O:5][C:6](=[O:7])[NH:8][C@H:9]([CH2:14][C:15]1[CH:20]=[C:19]([F:21])[C:18]([F:22])=[CH:17][C:16]=1[F:23])[CH2:10][C:11](=[O:13])[NH:47][NH:46][C:48]1[N:53]2[N:54]=[CH:55][N:56]=[C:52]2[CH:51]=[CH:50][N:49]=1)([CH3:2])([CH3:3])[CH3:4] |f:1.2|. Procedure: A solution of 133 mg (0.4 mmol) of (3R)-3-[(tert-butoxycarbonyl)amino]-4-(2,4,5-trifluorophenyl)butanoic acid (Intermediate 3), 84.5 mg (0.44 mmol) of 1-(3-dimethylaminopropyl)-3-ethylcarbodiimide hydrochloride (EDC) and 71 mg (0.5 mmol based on 95% purity) of 1-hydroxybenzotriazole (HOBT) in 1.5 mL of anhydrous DMF was stirred at room temperature in a stoppered flask. After 15 min, this solution was added dropwise by syringe through a septum to a stirred suspension of 72.1 mg (0.48 mmol) of 5-h...